Dataset: the Open Reaction Database (ORD), a public repository of structured organic reaction records. Task: describe an organic reaction: reactants, conditions, products, and yield Reactants: CCOC(C)=O, Cc1ccccc1, CSc1ncccc1C(=O)C(C(=O)OC(C)(C)C)C(=O)C1CC1, O, Cc1ccc(S(=O)(=O)O)cc1. Product: CSc1ncccc1C(=O)CC(=O)C1CC1. Reaction SMILES: [CH3:35][CH2:36][O:37][C:38](=[O:39])[CH3:40].[CH3:42][c:43]1[cH:44][cH:45][cH:46][cH:47][cH:48]1.[CH:1]1([C:4](=[O:5])[CH:6]([C:7]([O:8][C:9]([CH3:10])([CH3:11])[CH3:12])=[O:13])[C:14](=[O:15])[c:16]2[c:17]([S:22][CH3:23])[n:18][cH:19][cH:20][cH:21]2)[CH2:2][CH2:3]1.[OH2:41].[c:24]1([CH3:25])[cH:26][cH:27][c:28]([S:29]([OH:30])(=[O:31])=[O:32])[cH:33][cH:34]1>>[CH:1]1([C:4](=[O:5])[CH2:6][C:14](=[O:15])[c:16]2[c:17]([S:22][CH3:23])[n:18][cH:19][cH:20][cH:21]2)[CH2:2][CH2:3]1.